This data is from the Open Reaction Database (ORD), a public repository of structured organic reaction records. The task is: describe an organic reaction: reactants, conditions, products, and yield Reactants: C(C=C)(=O)OCC(CCCC)CC (2-ethylhexyl acrylate), 40-L, C(C(=C)C)(=O)OCCCCCCCCCCCC (dodecyl methacrylate), C(C(=C)C)(=O)OCC(CCCC)CC (2-ethylhexyl methacrylate), C(C1=CC=CC=C1)(=O)OOC(C1=CC=CC=C1)=O (benzoyl peroxide). The solvent is C(C)(=O)OCC (ethyl acetate), C(C)(=O)OCC (ethyl acetate), C1CCCCC1 (cyclohexane). Run at temperature 80 celsius. The product is solution A, C(C(=C)C)(=O)OCCCCCCCCCCCC.C(C(=C)C)(=O)OCC(CCCC)CC.C(C=C)(=O)OCC(CCCC)CC (dodecyl methacrylate 2-ethylhexyl methacrylate 2-ethylhexyl acrylate). Reaction SMILES: [C:1]([O:6][CH2:7][CH2:8][CH2:9][CH2:10][CH2:11][CH2:12][CH2:13][CH2:14][CH2:15][CH2:16][CH2:17][CH3:18])(=[O:5])[C:2]([CH3:4])=[CH2:3].[C:19]([O:24][CH2:25][CH:26]([CH2:31][CH3:32])[CH2:27][CH2:28][CH2:29][CH3:30])(=[O:23])[C:20]([CH3:22])=[CH2:21].[C:33]([O:37][CH2:38][CH:39]([CH2:44][CH3:45])[CH2:40][CH2:41][CH2:42][CH3:43])(=[O:36])[CH:34]=[CH2:35].C(OOC(=O)C1C=CC=CC=1)(=O)C1C=CC=CC=1>C1CCCCC1.C(OCC)(=O)C>[C:1]([O:6][CH2:7][CH2:8][CH2:9][CH2:10][CH2:11][CH2:12][CH2:13][CH2:14][CH2:15][CH2:16][CH2:17][CH3:18])(=[O:5])[C:2]([CH3:4])=[CH2:3].[C:19]([O:24][CH2:25][CH:26]([CH2:31][CH3:32])[CH2:27][CH2:28][CH2:29][CH3:30])(=[O:23])[C:20]([CH3:22])=[CH2:21].[C:33]([O:37][CH2:38][CH:39]([CH2:44][CH3:45])[CH2:40][CH2:41][CH2:42][CH3:43])(=[O:36])[CH:34]=[CH2:35] |f:6.7.8|. Reported procedure: An acrylic adhesive A was prepared in the following manner. A reaction liquid containing monomers including 13 parts by weight of dodecyl methacrylate, 78 parts by weight of 2-ethylhexyl methacrylate, and 9 parts by weight of 2-ethylhexyl acrylate, and 50 parts by weight of ethyl acetate was supplied to a 40-L polymerization apparatus. Subsequently, a nitrogen atmosphere at 80° C. was maintained in the polymerization apparatus. To the reaction liquid, a polymerization initiator solution prepared... Starting materials: C(C#C)NC(C1=CC=CC=C1)=N (N-propargylbenzamidine), C[Si](C)(C)[N-][Si](C)(C)C.[Na+] (sodium bis(trimethylsilyl)amide), C(C)C(C(=O)Cl)C(=O)Cl (ethylmalonyl dichloride). The solvent is C1CCOC1 (THF), C1CCOC1 (THF). Run at temperature -78 celsius, time 5 minute. Yields the product C(C)C=1C(N(C(=NC1O)C1=CC=CC=C1)CC#C)=O (5-ethyl-6-hydroxy-2-phenyl-3-propargyl-4(3H)-pyrimidinone). Isolated yield 93.6%. As a reaction SMILES: [CH2:1]([NH:4][C:5](=[NH:12])[C:6]1[CH:11]=[CH:10][CH:9]=[CH:8][CH:7]=1)[C:2]#[CH:3].C[Si]([N-][Si](C)(C)C)(C)C.[Na+].[CH2:23]([CH:25]([C:29](Cl)=[O:30])[C:26](Cl)=[O:27])[CH3:24]>C1COCC1>[CH2:23]([C:25]1[C:29](=[O:30])[N:4]([CH2:1][C:2]#[CH:3])[C:5]([C:6]2[CH:7]=[CH:8][CH:9]=[CH:10][CH:11]=2)=[N:12][C:26]=1[OH:27])[CH3:24] |f:1.2|. Reported procedure: To a cold (-78° C.) solution of N-propargylbenzamidine (5.50 g, 34.77 mmol) in 150 mL of THF was added sodium bis(trimethylsilyl)amide (36.51 mL, 36.51 mmol, 1.05 equiv, 1M solution in THF) over 20 minutes. The reaction mixture was stirred for 5 minutes at -78° C., followed by the addition of a cold (-78° C.) solution of ethylmalonyl dichloride (6.46 g, 38.25 mmol, 1.1 equiv.) in 150 mL of THF via a canula over 2 hours. After stirring for 30 minutes, the reaction mixture was quenched with 100 mL... Yields the product BrC=1C=CC(=C(C=O)C1)I (5-Bromo-2-iodo-benzaldehyde). Conditions: time 8 hour. Reported procedure: To 5-bromo-2-iodobenzonitrile (7.4 g, 24.2 mmol) in THF (40 mL) at −78° C. was added diisobutylaluminium hydride (1 M in hexanes; 24.2 mL, 24.2 mmol) over 5 minutes, and the reaction was allowed to warm to room temperature and monitored by analytical tlc. After stirring overnight at room temperature, starting material was still present, so the mixture was cooled to 0° C. and additional diisobutylaluminium hydride (1 M in hexanes; 10.0 mL, 10.0 mmol) was added. After stirring for 2 hours at room ... Reactants: BrC=1C=CC(=C(C#N)C1)I (5-bromo-2-iodobenzonitrile), [H-].C(C(C)C)[Al+]CC(C)C (diisobutylaluminium hydride), C1CCOC1 (THF), [H-].C(C(C)C)[Al+]CC(C)C (diisobutylaluminium hydride). RXN SMILES: [Br:1][C:2]1[CH:3]=[CH:4][C:5]([I:10])=[C:6]([CH:9]=1)[C:7]#N.[H-].C([Al+]CC(C)C)C(C)C.C1C[O:24]CC1>>[Br:1][C:2]1[CH:3]=[CH:4][C:5]([I:10])=[C:6]([CH:9]=1)[CH:7]=[O:24] |f:1.2|.